From a dataset of the Open Reaction Database (ORD), a public repository of structured organic reaction records. describe an organic reaction: reactants, conditions, products, and yield Starting materials: C(C)(C)(C)C(=O)CN1C(C(CN(C2=C1C=C(C=C2)OC)C2=CC=CC=C2)NC(=O)OCC2=CC=CC=C2)=O (1-tert-Butylcarbonylmethyl-2-oxo-3-benzyloxycarbonylamino-5-phenyl-8-methoxy-1,3,4,5-tetrahydro-2H-1,5-benzodiazepine). Reagents/catalysts: [C].[Pd] (palladium carbon). The solvent is CO (methanol). Run at time 2 hour. The product is C(C)(C)(C)C(=O)CN1C(C(CN(C2=C1C=C(C=C2)OC)C2=CC=CC=C2)N)=O (1-tert-butylcarbonylmethyl-2-oxo-3-amino-5-phenyl-8-methoxy-1,3,4,5-tetrahydro-2H-1,5-benzodiazepine). The yield is 99.8%. As a reaction SMILES: [C:1]([C:5]([CH2:7][N:8]1[C:14]2[CH:15]=[C:16]([O:19][CH3:20])[CH:17]=[CH:18][C:13]=2[N:12]([C:21]2[CH:26]=[CH:25][CH:24]=[CH:23][CH:22]=2)[CH2:11][CH:10]([NH:27]C(OCC2C=CC=CC=2)=O)[C:9]1=[O:38])=[O:6])([CH3:4])([CH3:3])[CH3:2]>CO.[C].[Pd]>[C:1]([C:5]([CH2:7][N:8]1[C:14]2[CH:15]=[C:16]([O:19][CH3:20])[CH:17]=[CH:18][C:13]=2[N:12]([C:21]2[CH:22]=[CH:23][CH:24]=[CH:25][CH:26]=2)[CH2:11][CH:10]([NH2:27])[C:9]1=[O:38])=[O:6])([CH3:4])([CH3:2])[CH3:3] |f:2.3|. Reported procedure: 1-tert-Butylcarbonylmethyl-2-oxo-3-benzyloxycarbonylamino-5-phenyl-8-methoxy-1,3,4,5-tetrahydro-2H-1,5-benzodiazepine (1.11 g) was dissolved in methanol (20 ml), 10% palladium carbon (220 mg) was added, and the mixture was stirred for 2 hours under hydrogen atmosphere. Palladium carbon was removed by filtration, the filtrate was concentrated under reduced pressure, to thereby obtain 0.82 g of the titled compound as colorless amorphous(Yield: 100%). Reactants: CC1=CC(=CC(=N1)C1=CC(=NC=C1)C=1C=C(C=CC1)N)C1=CC=C(C=C1)C(F)(F)F (3-[6-Methyl-4-(4-trifluoromethyl-phenyl)-[2,4′]bipyridinyl-2′-yl]-phenylamine), CS(=O)(=O)Cl (methanesulfonyl chloride). Solvent: CCOC(=O)C (EtOAc), CCOC(=O)C (EtOAc), C(=O)(O)[O-].[Na+] (NaHCO3). Yields the product CC1=CC(=CC(=N1)C1=CC(=NC=C1)C=1C=C(C=CC1)NS(=O)(=O)C)C1=CC=C(C=C1)C(F)(F)F (N-{3-[6-Methyl-4-(4-trifluoromethyl-phenyl)-[2,4′]bipyridinyl-2′-yl]-phenyl}-methanesulfonamide). Isolated yield 29.4%. As a reaction SMILES: [CH3:1][C:2]1[N:7]=[C:6]([C:8]2[CH:13]=[CH:12][N:11]=[C:10]([C:14]3[CH:15]=[C:16]([NH2:20])[CH:17]=[CH:18][CH:19]=3)[CH:9]=2)[CH:5]=[C:4]([C:21]2[CH:26]=[CH:25][C:24]([C:27]([F:30])([F:29])[F:28])=[CH:23][CH:22]=2)[CH:3]=1.[CH3:31][S:32](Cl)(=[O:34])=[O:33]>CCOC(C)=O.C([O-])(O)=O.[Na+]>[CH3:1][C:2]1[N:7]=[C:6]([C:8]2[CH:13]=[CH:12][N:11]=[C:10]([C:14]3[CH:15]=[C:16]([NH:20][S:32]([CH3:31])(=[O:34])=[O:33])[CH:17]=[CH:18][CH:19]=3)[CH:9]=2)[CH:5]=[C:4]([C:21]2[CH:26]=[CH:25][C:24]([C:27]([F:28])([F:30])[F:29])=[CH:23][CH:22]=2)[CH:3]=1 |f:3.4|. Procedure details: To a stirred and cooled solution of 3-[6-methyl-4-(4-trifluoromethyl-phenyl)-[2,4′]bipyridinyl-2′-yl]-phenylamine (example 307) (0.200 g, 0.493 mmol) in EtOAc (2 mL) and sat. NaHCO3-sol. (1 mL) was added methanesulfonyl chloride (1.0 mL, 13.6 mmol) and the mixture was stirred at 23° C. for 2 h. Diluted with EtOAc, washed with sat. NaHCO3-sol. and water, dried the organic layer over Na2SO4. Removal of the solvent in vacuum left a crude product which was purified by silica gel column chromatograph... RXN SMILES: [NH2:1][C:2]1[C:11]2[N:10]=[CH:9][C:8]([CH2:12][CH2:13][C:14]3[CH:19]=[CH:18][CH:17]=[CH:16][CH:15]=3)=[CH:7][C:6]=2[C:5]2[CH:20]=[CH:21][C:22]([C:24](OC)=[O:25])=[CH:23][C:4]=2[N:3]=1>C1COCC1>[NH2:1][C:2]1[C:11]2[N:10]=[CH:9][C:8]([CH2:12][CH2:13][C:14]3[CH:19]=[CH:18][CH:17]=[CH:16][CH:15]=3)=[CH:7][C:6]=2[C:5]2[CH:20]=[CH:21][C:22]([CH2:24][OH:25])=[CH:23][C:4]=2[N:3]=1. Procedure: To a solution of methyl 5-amino-2-phenethylbenzo[f][1,7]naphthyridine-8-carboxylate (from the previous step) (1.0 eq.) in THF (0.03M) was added Super-H (10 eq.) at 0° C. The solution was allowed to warm to ambient temperature over 30 min. The reaction was quenched by water until no bubbling. The layers were separated and aqueous layer was extracted with EtOAc. The combined organic layer was washed with brine, dried over MgSO4 and concentrated en vacuo to obtain a crude residue. The crude materia... Yields the product NC1=NC2=C(C=3C=C(C=NC13)CCC1=CC=CC=C1)C=CC(=C2)CO ((5-amino-2-phenethylbenzo[f][1,7]naphthyridin-8-yl)methanol). Starting materials: NC1=NC2=C(C=3C=C(C=NC13)CCC1=CC=CC=C1)C=CC(=C2)C(=O)OC (methyl 5-amino-2-phenethylbenzo[f][1,7]naphthyridine-8-carboxylate). Solvent: C1CCOC1 (THF). Starting materials: C(C)OC(COC1=CC(=C(C=C1)C(CNC(=O)OC(C)(C)C)=O)O)=O ((4-{2-tert-Butoxycarbonylamino-acetyl}-3-hydroxy-phenoxy)-acetic acid ethyl ester), C(=O)([O-])[O-].[K+].[K+] (K2CO3), CI (methyl iodide), [F-].[K+] (KF). The solvent is O (water), CN(C)C=O (DMF). Reaction conditions: time 3 hour. Yields the product C(C)OC(COC1=CC(=C(C=C1)C(CNC(=O)OC(C)(C)C)=O)OC)=O ((4-{2-tert-Butoxycarbonylamino-acetyl}-3-methoxy-phenoxy)-acetic acid ethyl ester). As a reaction SMILES: [CH2:1]([O:3][C:4](=[O:25])[CH2:5][O:6][C:7]1[CH:12]=[CH:11][C:10]([C:13](=[O:23])[CH2:14][NH:15][C:16]([O:18][C:19]([CH3:22])([CH3:21])[CH3:20])=[O:17])=[C:9]([OH:24])[CH:8]=1)[CH3:2].[C:26]([O-])([O-])=O.[K+].[K+].CI.[F-].[K+]>CN(C=O)C.O>[CH2:1]([O:3][C:4](=[O:25])[CH2:5][O:6][C:7]1[CH:12]=[CH:11][C:10]([C:13](=[O:23])[CH2:14][NH:15][C:16]([O:18][C:19]([CH3:21])([CH3:20])[CH3:22])=[O:17])=[C:9]([O:24][CH3:26])[CH:8]=1)[CH3:2] |f:1.2.3,5.6|. Procedure details: To a vigorously stirred solution of the compound of example 41e (4.5 g; 12.7 mmol) in dry DMF (20 ml) was added sequentially fused K2CO3 (3.5 g; 25.5 mmol), methyl iodide (0.96 ml; 15.3 mmol) and KF (0.45 g). The reaction mixture was stirred for 3 h, diluted with water (200 ml) and the oily residue was extracted with chloroform (3×30 ml). The organic layer was washed with brine, dried (Na2SO4), concentrated and purified using flash chromatography (silica gel, 3% CH3CN in chloroform). Yield, 3.25... Reactants: Cc1ccc2cc(C(=O)O)ccc2n1, CCNc1ccccc1. The reagents and catalysts are C1CCN(C1)[P+](N2CCCC2)(N3CCCC3)ON4C5=C(C=CC=N5)N=N4.F[P-](F)(F)(F)(F)F (PyAOP), CCN(C(C)C)C(C)C (DIPEA), C1=CC2=C(N=C1)N(N=N2)O (HOAt). Run in CN(C)C=O (DMF), CN(C)C=O (DMF), CN(C)C=O (DMF), CN(C)C=O (DMF), CN(C)C=O (DMF), CN(C)C=O (DMF). Reaction conditions: temperature 25 celsius, time 2 hour. Yields the product CCN(C(=O)c1ccc2nc(C)ccc2c1)c1ccccc1. Yield: 25.0%. RXN SMILES: CCNc1ccccc1.Cc1ccc2cc(C(=O)O)ccc2n1.C1CCN(C1)[P+](N2CCCC2)(N3CCCC3)ON4C5=C(C=CC=N5)N=N4.F[P-](F)(F)(F)(F)F.C1=CC2=C(N=C1)N(N=N2)O.CCN(C(C)C)C(C)C.CN(C)C=O>>CCN(C(=O)c1ccc2nc(C)ccc2c1)c1ccccc1. The reactants are C(C)OC(=O)C=1C(NN(C1)C(C)=O)=O (1-acetyl-3-oxo-2,3-dihydro-1H-pyrazole-4-carboxilic acid ethyl ester), C([O-])([O-])=O.[K+].[K+] (potassium carbonate), Cl (hydrochloric acid), ( 16 ), C(C1=CC=CC=C1)Br (benzylbromide). Run in CN(C=O)C (N,N-dimethylformamide). Run at temperature 40 celsius, time 20 hour. Yields the product C(C)OC(=O)C=1C(=NNC1)OCC1=CC=CC=C1 (3-Benzyloxy-1H-pyrazole-4-carboxylic acid ethyl ester). As a reaction SMILES: [CH2:1]([O:3][C:4]([C:6]1[C:7](=[O:14])[NH:8][N:9](C(=O)C)[CH:10]=1)=[O:5])[CH3:2].[CH2:15](Br)[C:16]1[CH:21]=[CH:20][CH:19]=[CH:18][CH:17]=1.C(=O)([O-])[O-].[K+].[K+].Cl>CN(C)C=O>[CH2:1]([O:3][C:4]([C:6]1[C:7]([O:14][CH2:15][C:16]2[CH:21]=[CH:20][CH:19]=[CH:18][CH:17]=2)=[N:8][NH:9][CH:10]=1)=[O:5])[CH3:2] |f:2.3.4|. Procedure: A suspension of 1-acetyl-3-oxo-2,3-dihydro-1H-pyrazole-4-carboxilic acid ethyl ester (2.7 g, This compound was prepared in a similar manner to that described in Bioorganic & Medicinal Chemistry Letters (2002), 12 (16), 2105-2108), benzylbromide (2.5 g), potassium carbonate (2.1 g) in N,N-dimethylformamide (20 mL) was stirred at 40° C. for 20 hours. To this reaction mixture was added 1 mol/L hydrochloric acid, and this mixture was extracted with ethyl acetate. This organic layer was washed with b... The reactants are C(C)(=O)NC=1C(=CC(=C(C1)CC(=S)O)Cl)F (5-(N-acetylamino)-2-chloro-4-fluorophenylthioacetic acid), Cl (hydrochloric acid), [OH-].[Na+] (sodium hydroxide). Yields the product NC=1C(=CC(=C(C1)CC(=S)O)Cl)F (5-amino-2-chloro-4-fluorophenylthioacetic acid). Yield: 73.0%. As a reaction SMILES: C([NH:4][C:5]1[C:6]([F:16])=[CH:7][C:8]([Cl:15])=[C:9]([CH2:11][C:12]([OH:14])=[S:13])[CH:10]=1)(=O)C.Cl.[OH-].[Na+]>>[NH2:4][C:5]1[C:6]([F:16])=[CH:7][C:8]([Cl:15])=[C:9]([CH2:11][C:12]([OH:14])=[S:13])[CH:10]=1 |f:2.3|. Procedure: A suspension of 5-(N-acetylamino)-2-chloro-4-fluorophenylthioacetic acid (89.8 g) in a 10 % aqueous hydrochloric acid solution was refluxed for 2 hours under heating. After being allowed to cool, an aqueous solution of sodium hydroxide was added to make the suspension at pH 4. After ice-cooling, the precipitated crystals were collected by filteration, washed with ice-water and dried to give 55.0 g of 5-amino-2-chloro-4-fluorophenylthioacetic acid.